From a dataset of the Open Reaction Database (ORD), a public repository of structured organic reaction records. describe an organic reaction: reactants, conditions, products, and yield Starting materials: C([O-])([O-])=O.[Na+].[Na+] (sodium carbonate), C(C)(C)(C)OC(=O)N[C@@H]1[C@@H](CCCC1)NC1=C(C2=C(C(=N1)Cl)C(N(C2)C(=O)OC(C)(C)C)=O)F (tert-butyl 6-((1R,2S)-2-(tert-butoxycarbonylamino)cyclohexylamino)-4-chloro-7-fluoro-3-oxo-1H-pyrrolo[3,4-c]pyridine-2(3H)-carboxylate), CC1(OB(OC1(C)C)C#CC1=CC=CC=C1)C (4,4,5,5-tetramethyl-2-(phenylethynyl)-1,3,2-dioxaborolane). Reagents/catalysts: Cl[Pd]([P](C1=CC=CC=C1)(C2=CC=CC=C2)C3=CC=CC=C3)([P](C4=CC=CC=C4)(C5=CC=CC=C5)C6=CC=CC=C6)Cl (PdCl2(PPh3)2). Run in O (water), glass, O1CCOCC1 (dioxane). Run at temperature 90 celsius. Product: C(C)(C)(C)OC(=O)N[C@@H]1[C@@H](CCCC1)NC1=C(C2=C(C(=N1)C#CC1=CC=CC=C1)C(N(C2)C(=O)OC(C)(C)C)=O)F (tert-butyl 6-(((1R,2S)-2-((tert-butoxycarbonyl)amino)cyclohexyl)amino)-7-fluoro-3-oxo-4-(phenylethynyl)-1H-pyrrolo[3,4-c]pyridine-2(3H)-carboxylate). Reaction SMILES: [C:1]([O:5][C:6]([NH:8][C@H:9]1[CH2:14][CH2:13][CH2:12][CH2:11][C@H:10]1[NH:15][C:16]1[N:21]=[C:20](Cl)[C:19]2[C:23](=[O:33])[N:24]([C:26]([O:28][C:29]([CH3:32])([CH3:31])[CH3:30])=[O:27])[CH2:25][C:18]=2[C:17]=1[F:34])=[O:7])([CH3:4])([CH3:3])[CH3:2].CC1(C)C(C)(C)OB([C:43]#[C:44][C:45]2[CH:50]=[CH:49][CH:48]=[CH:47][CH:46]=2)O1.C(=O)([O-])[O-].[Na+].[Na+]>O1CCOCC1.O.Cl[Pd](Cl)([P](C1C=CC=CC=1)(C1C=CC=CC=1)C1C=CC=CC=1)[P](C1C=CC=CC=1)(C1C=CC=CC=1)C1C=CC=CC=1>[C:1]([O:5][C:6]([NH:8][C@H:9]1[CH2:14][CH2:13][CH2:12][CH2:11][C@H:10]1[NH:15][C:16]1[N:21]=[C:20]([C:43]#[C:44][C:45]2[CH:50]=[CH:49][CH:48]=[CH:47][CH:46]=2)[C:19]2[C:23](=[O:33])[N:24]([C:26]([O:28][C:29]([CH3:32])([CH3:31])[CH3:30])=[O:27])[CH2:25][C:18]=2[C:17]=1[F:34])=[O:7])([CH3:4])([CH3:3])[CH3:2] |f:2.3.4,^1:67,86|. Reported procedure: In a 30 mL glass vial, tert-butyl 6-((1R,2S)-2-(tert-butoxycarbonylamino)cyclohexylamino)-4-chloro-7-fluoro-3-oxo-1H-pyrrolo[3,4-c]pyridine-2(3H)-carboxylate (150 mg, 0.301 mmol), 4,4,5,5-tetramethyl-2-(phenylethynyl)-1,3,2-dioxaborolane (103 mg, 0.451 mmol) and PdCl2(PPh3)2 (105 mg, 0.150 mmol) were dissolved in dioxane (5 mL). To the reaction mixture was added 2N aqueous sodium carbonate solution (2 mL). The vessel was sealed with a cap and the reaction mixture was heated at 90° C. for 2 hours... The reactants are [N+](=O)([O-])C=1C=C(C=O)C=CC1Cl (3-Nitro-4-chlorobenzaldehyde), C(C)(=O)[O-].[NH4+] (ammonium acetate), [N+](=O)([O-])CC (nitroethane). Run in C(Cl)Cl (DCM). Run at temperature 80 celsius. The product is ClC1=C(C=C(C=C1)\C=C(/C)\[N+](=O)[O-])[N+](=O)[O-] (1-Chloro-2-nitro-4-((E)-2-nitro-propenyl)-benzene). RXN SMILES: [N+:1]([C:4]1[CH:5]=[C:6]([CH:9]=[CH:10][C:11]=1[Cl:12])[CH:7]=O)([O-:3])=[O:2].C([O-])(=O)C.[NH4+].[N+:18]([CH2:21][CH3:22])([O-:20])=[O:19]>C(Cl)Cl>[Cl:12][C:11]1[CH:10]=[CH:9][C:6](/[CH:7]=[C:21](/[N+:18]([O-:20])=[O:19])\[CH3:22])=[CH:5][C:4]=1[N+:1]([O-:3])=[O:2] |f:1.2|. Procedure: A stirred mixture of 3-Nitro-4-chlorobenzaldehyde (10 g, 53.89 mmol), ammonium acetate (1.39 g, 18 mmol) and nitroethane (31.3 ml, 432 mmol) is heated at reflux (80° C.) overnight. After cooling to room temperature the reaction mixture is concentrated if vacuo to give a solid which is dissolved in DCM (200 ml) and washed with water (3×200 ml), followed by brine (200 ml). The organic portion is dried over MgSO4, filtered and concentrated in vacuo to afford the title compound as an orange solid. Reported procedure: A mixture of 1-benzyl-3-bromo-5-hydroxy-2-oxo-1,2-dihydro-[1,7]naphthyridine-6-carboxylic acid methyl ester (80 mg, 0.21 mmol), tributyl-(3-trifluoromethyl-phenyl)-stannane (134 mg, 0.31 mmol), and PdCl2(PPh3)2 (29 mg, 0.041 mmol) in DMF (5 mL) was heated at 120° C. under nitrogen atmosphere for 2 h. After the mixture was cooled to r.t., brine and EtOAc were added. 1 M HCl was added until pH was about 3. The aqueous layer was extracted with additional EtOAc, and the organic layers were combined,... The yield is 57.6%. Reaction SMILES: [CH3:1][O:2][C:3]([C:5]1[C:6]([OH:24])=[C:7]2[C:12](=[CH:13][N:14]=1)[N:11]([CH2:15][C:16]1[CH:21]=[CH:20][CH:19]=[CH:18][CH:17]=1)[C:10](=[O:22])[C:9](Br)=[CH:8]2)=[O:4].C([Sn](CCCC)(CCCC)[C:30]1[CH:35]=[CH:34][CH:33]=[C:32]([C:36]([F:39])([F:38])[F:37])[CH:31]=1)CCC.CCOC(C)=O.Cl>CN(C=O)C.[Cl-].[Na+].O.Cl[Pd](Cl)([P](C1C=CC=CC=1)(C1C=CC=CC=1)C1C=CC=CC=1)[P](C1C=CC=CC=1)(C1C=CC=CC=1)C1C=CC=CC=1>[CH3:1][O:2][C:3]([C:5]1[C:6]([OH:24])=[C:7]2[C:12](=[CH:13][N:14]=1)[N:11]([CH2:15][C:16]1[CH:21]=[CH:20][CH:19]=[CH:18][CH:17]=1)[C:10](=[O:22])[C:9]([C:30]1[CH:35]=[CH:34][CH:33]=[C:32]([C:36]([F:39])([F:38])[F:37])[CH:31]=1)=[CH:8]2)=[O:4] |f:5.6.7,^1:65,84|. Product: COC(=O)C=1C(=C2C=C(C(N(C2=CN1)CC1=CC=CC=C1)=O)C1=CC(=CC=C1)C(F)(F)F)O (1-Benzyl-5-hydroxy-2-oxo-3-(3-trifluoromethyl-phenyl)-1,2-dihydro-[1,7]naphthyridine-6-carboxylic acid methyl ester). Run at temperature 120 celsius. Run in CN(C)C=O (DMF), [Cl-].[Na+].O (brine). The reactants are COC(=O)C=1C(=C2C=C(C(N(C2=CN1)CC1=CC=CC=C1)=O)Br)O (1-benzyl-3-bromo-5-hydroxy-2-oxo-1,2-dihydro-[1,7]naphthyridine-6-carboxylic acid methyl ester), C(CCC)[Sn](C1=CC(=CC=C1)C(F)(F)F)(CCCC)CCCC (tributyl-(3-trifluoromethyl-phenyl)-stannane), Cl (HCl), CCOC(=O)C (EtOAc). The reagents and catalysts are Cl[Pd]([P](C1=CC=CC=C1)(C2=CC=CC=C2)C3=CC=CC=C3)([P](C4=CC=CC=C4)(C5=CC=CC=C5)C6=CC=CC=C6)Cl (PdCl2(PPh3)2). The reactants are BrC1=CC=C(O[C@H]([C@H](CCC=2C=NC=CC2)O)C(C)C)C=C1 ((3S, 4S)-4-(4-bromophenoxy)-5-(methyl)-1-pyridin-3-yl-3-hexanol), BrC1=CC=C(O[C@H](C(C#CC=2C=NC=CC2)O)C(C)C)C=C1 ((3RS, 4S)-4-(4-Bromophenoxy)-5-(methyl)-1-pyridin-3-yl-hex-1-yn-3-ol), BrC1=CC=C(O[C@H]([C@@H](CCC=2C=NC=CC2)O)C(C)C)C=C1 ((3R,4S)-4-(4-bromophenoxy)-5-(methyl)-1-pyridin-3-yl-3-hexanol). Reagents/catalysts: [Rh] (rhodium). Run in C(C)(=O)OCC (ethyl acetate). Conditions: time 6 day. Product: BrC1=CC=C(O[C@H](C(CCC=2C=NC=CC2)O)C(C)C)C=C1 ((3RS, 4S)-4-(4-Bromophenoxy)-5-(methyl)-1-pyridin-3-yl-3-hexanol). Reaction SMILES: [Br:1][C:2]1[CH:22]=[CH:21][C:5]([O:6][C@@H:7]([CH:18]([CH3:20])[CH3:19])[CH:8]([OH:17])[C:9]#[C:10][C:11]2[CH:12]=[N:13][CH:14]=[CH:15][CH:16]=2)=[CH:4][CH:3]=1.BrC1C=CC(O[C@@H](C(C)C)[C@@H](O)CCC2C=NC=CC=2)=CC=1.BrC1C=CC(O[C@@H](C(C)C)[C@H](O)CCC2C=NC=CC=2)=CC=1>C(OCC)(=O)C.[Rh]>[Br:1][C:2]1[CH:3]=[CH:4][C:5]([O:6][C@@H:7]([CH:18]([CH3:19])[CH3:20])[CH:8]([OH:17])[CH2:9][CH2:10][C:11]2[CH:12]=[N:13][CH:14]=[CH:15][CH:16]=2)=[CH:21][CH:22]=1. Procedure: (3RS, 4S)-4-(4-Bromophenoxy)-5-(methyl)-1-pyridin-3-yl-hex-1-yn-3-ol (13.6 g) was dissolved in ethyl acetate (350 ml) and hydrogenated at 3 atmospheres for 6 days using 10% rhodium on charcoal (2.1 g) as catalyst. The catalyst and solvent were replaced 5 times during this period. The mixture was filtered through Celite® and the filtrate concentrated under reduced pressure to give a. The mixture was purified by HPLC eluting with dichoromethane:2-propanol (97:3) to give a mixed fraction containing... Starting materials: CC[C@H](C)[C@@H]([C@@H](CC(=O)N1CCC[C@H]1[C@@H]([C@@H](C)C(=O)N[C@@H](CC2=CC=CC=C2)C(=O)O)OC)OC)N(C)C(=O)[C@H](C(C)C)NC(=O)[C@H](C(C)C)N(C)C.C(=O)(OC(C)(C)C)N[C@@H](C)C(=O)O.OCCC[NH-] (Auristatin F hydroxypropylamide Boc-L-Alanine), FC(C(=O)O)(F)F (trifluoroacetic acid). Run in ClCCl (dichloromethane). Conditions: temperature 23 celsius, time 1 hour. The product is CC[C@H](C)[C@@H]([C@@H](CC(=O)N1CCC[C@H]1[C@@H]([C@@H](C)C(=O)N[C@@H](CC2=CC=CC=C2)C(=O)O)OC)OC)N(C)C(=O)[C@H](C(C)C)NC(=O)[C@H](C(C)C)N(C)C.OCCC[NH-].N[C@@H](C)C(=O)O (Auristatin F hydroxypropylamide L-Alanine). Isolated yield 92.0%. RXN SMILES: [CH3:1][CH2:2][C@@H:3]([C@H:5]([N:36]([C:38]([C@@H:40]([NH:44][C:45]([C@@H:47]([N:51]([CH3:53])[CH3:52])[CH:48]([CH3:50])[CH3:49])=[O:46])[CH:41]([CH3:43])[CH3:42])=[O:39])[CH3:37])[C@H:6]([O:34][CH3:35])[CH2:7][C:8]([N:10]1[C@H:14]([C@H:15]([O:32][CH3:33])[C@H:16]([C:18]([NH:20][C@H:21]([C:29]([OH:31])=[O:30])[CH2:22][C:23]2[CH:28]=[CH:27][CH:26]=[CH:25][CH:24]=2)=[O:19])[CH3:17])[CH2:13][CH2:12][CH2:11]1)=[O:9])[CH3:4].C([NH:61][C@H:62]([C:64]([OH:66])=[O:65])[CH3:63])(OC(C)(C)C)=O.[OH:67][CH2:68][CH2:69][CH2:70][NH-:71].FC(F)(F)C(O)=O>ClCCl>[CH3:1][CH2:2][C@@H:3]([C@H:5]([N:36]([C:38]([C@@H:40]([NH:44][C:45]([C@@H:47]([N:51]([CH3:53])[CH3:52])[CH:48]([CH3:50])[CH3:49])=[O:46])[CH:41]([CH3:43])[CH3:42])=[O:39])[CH3:37])[C@H:6]([O:34][CH3:35])[CH2:7][C:8]([N:10]1[C@H:14]([C@H:15]([O:32][CH3:33])[C@H:16]([C:18]([NH:20][C@H:21]([C:29]([OH:31])=[O:30])[CH2:22][C:23]2[CH:28]=[CH:27][CH:26]=[CH:25][CH:24]=2)=[O:19])[CH3:17])[CH2:13][CH2:12][CH2:11]1)=[O:9])[CH3:4].[OH:67][CH2:68][CH2:69][CH2:70][NH-:71].[NH2:61][C@H:62]([C:64]([OH:66])=[O:65])[CH3:63] |f:0.1.2,5.6.7|. Procedure details: Auristatin F-hydroxypropylamide Boc-L-Alanine (112 mg, 0.115 mmol, prepared as described in Example 49) was taken up in dichloromethane (3 mL) and excess trifluoroacetic acid was added. The mixture was stirred at 23° C. for 1 hour and the solvent removed under high vacuum. The resulting oil was taken up in dichloromethane (1.5 mL) and precipitation from diethyl ether (30 mL to give the title compound as white solid (96.2 mg, 85%). Starting materials: NC1=C(N=NC2=C(C=CC=C12)I)C(=O)NCCC (4-amino-8-iodo-N-propyl-cinnoline-3-carboxamide), CC1=NC=C(C=C1)[Sn](C)(C)C (2-methyl-5-(trimethylstannyl)pyridine). Yields the product NC1=C(N=NC2=C(C=CC=C12)C=1C=NC(=CC1)C)C(=O)NCCC (4-amino-8-(6-methylpyridin-3-yl)-N-propylcinnoline-3-carboxamide). Yield: 76.5%. As a reaction SMILES: [NH2:1][C:2]1[C:11]2[C:6](=[C:7](I)[CH:8]=[CH:9][CH:10]=2)[N:5]=[N:4][C:3]=1[C:13]([NH:15][CH2:16][CH2:17][CH3:18])=[O:14].[CH3:19][C:20]1[CH:25]=[CH:24][C:23]([Sn](C)(C)C)=[CH:22][N:21]=1>>[NH2:1][C:2]1[C:11]2[C:6](=[C:7]([C:23]3[CH:22]=[N:21][C:20]([CH3:19])=[CH:25][CH:24]=3)[CH:8]=[CH:9][CH:10]=2)[N:5]=[N:4][C:3]=1[C:13]([NH:15][CH2:16][CH2:17][CH3:18])=[O:14]. Procedure: Using method C, 4-amino-8-iodo-N-propyl-cinnoline-3-carboxamide (178 mg, 0.500 mmol) and 2-methyl-5-(trimethylstannyl)pyridine (270 mg, 1.058 mmol) were reacted to afford the title compound (123 mg, 76% yield). 1H NMR (300 MHz, CDCl3) δ 8.75 (bs, 1H), 8.55 (br, 1H), 8.03 (m, 1H), 7.91 (m, 1H), 7.84-7.70 (m, 2H), 7.30 (m, 1H), 3.47 (apparent quartet, J=7.0 Hz, 2H), 2.64 (s, 3H), 1.67 (apparent sextet, J=7.0 Hz, 2H), 1.01 (t, J=7.0 Hz, 3H). As a reaction SMILES: [Cl:1][C:2]1[CH:7]=[CH:6][C:5]([N:8]2[CH2:12][NH:11][N:10]=[N:9]2)=[C:4]([F:13])[CH:3]=1.[F:14][CH2:15][CH2:16][CH2:17]Br.C(=O)([O-])[O-:20].[K+].[K+].O>CN(C)C=O>[Cl:1][C:2]1[CH:7]=[CH:6][C:5]([N:8]2[C:12](=[O:20])[N:11]([CH2:17][CH2:16][CH2:15][F:14])[N:10]=[N:9]2)=[C:4]([F:13])[CH:3]=1 |f:2.3.4|. The reactants are O (water), ClC1=CC(=C(C=C1)N1N=NNC1)F (1-(4-chloro-2-fluorophenyl)-1,4-dihydro-5H-tetrazole), FCCCBr (3-fluoropropyl bromide), C([O-])([O-])=O.[K+].[K+] (potassium carbonate). Solvent: CN(C=O)C (dimethylformamide). Reported procedure: A stirred solution of 4.7 grams (0.22 mole) of 1-(4-chloro-2-fluorophenyl)-1,4-dihydro-5H-tetrazole, 4.0 grams (0.028 mole) of 3-fluoropropyl bromide and 4.0 grams (0.028 mole) of potassium carbonate in 60 ml of dimethylformamide was heated at 60° C. for 16 hours. The reaction mixture was poured into water and the mixture extracted with diethyl ether. The combined ether extract was dried with magnesium sulfate and filtered. The filtrate was concentrated under reduced pressure to a residue. The r... The product is ClC1=CC(=C(C=C1)N1N=NN(C1=O)CCCF)F (4-chloro-2-fluorophenyl-1,4-dihydro-4-(3-fluoropropyl)-5H-tetrazol-5-one). Reactants: [H-].[Na+] (sodium hydride), [Cl-].[NH4+] (ammonium chloride), C(C)OP(=O)(OCC)CC(=O)OCC (ethyl diethylphosphonoacetate), C(C1=CC=CC=C1)Br (benzyl bromide). The solvent is CN(C)C=O (DMF). Reaction conditions: time 30 minute. The product is C(C)OP(=O)(OCC)C(C(=O)OCC)CC1=CC=CC=C1 (ethyl 2-diethylphosphono-3-phenylpropionate). The yield is 40.7%. As a reaction SMILES: [H-].[Na+].[CH2:3]([O:5][P:6]([CH2:11][C:12]([O:14][CH2:15][CH3:16])=[O:13])([O:8][CH2:9][CH3:10])=[O:7])[CH3:4].[CH2:17](Br)[C:18]1[CH:23]=[CH:22][CH:21]=[CH:20][CH:19]=1.[Cl-].[NH4+]>CN(C=O)C>[CH2:9]([O:8][P:6]([CH:11]([CH2:17][C:18]1[CH:23]=[CH:22][CH:21]=[CH:20][CH:19]=1)[C:12]([O:14][CH2:15][CH3:16])=[O:13])([O:5][CH2:3][CH3:4])=[O:7])[CH3:10] |f:0.1,4.5|. Reported procedure: 2.1 g of sodium hydride (60% in oil) was suspended in DMF, and 10 g of ethyl diethylphosphonoacetate was dropwise added thereto at -20° C. under argon atmosphere. The mixture was stirred at room temperature for 30 minutes, and then 9.2 g of benzyl bromide was added thereto 50° C. The mixture was stirred at 50° C. overnight. The reaction solution was poured into a saturated ammonium chloride aqueous solution, and extracted with ethyl acetate. The ethyl acetate layer was washed with a saturated so...